Dataset: the Open Reaction Database (ORD), a public repository of structured organic reaction records. Task: describe an organic reaction: reactants, conditions, products, and yield Starting materials: CCOC(C)=O, CCCCCC, CCCCCc1c(C(C)C)cc(C(C)C)c(C(C)O)c1-c1ccc(F)cc1, ClCCl, O=[Cr](=O)([O-])Cl, c1cc[nH+]cc1. The product is CCCCCc1c(C(C)C)cc(C(C)C)c(C(C)=O)c1-c1ccc(F)cc1. As a reaction SMILES: [CH3:42][CH2:43][O:44][C:45](=[O:46])[CH3:47].[CH3:48][CH2:49][CH2:50][CH2:51][CH2:52][CH3:53].[CH:1]([CH3:2])([CH3:3])[c:4]1[c:5]([CH:25]([CH3:26])[OH:27])[c:6](-[c:18]2[cH:19][cH:20][c:21]([F:24])[cH:22][cH:23]2)[c:7]([CH2:13][CH2:14][CH2:15][CH2:16][CH3:17])[c:8]([CH:10]([CH3:11])[CH3:12])[cH:9]1.[Cl:39][CH2:40][Cl:41].[O:28]=[Cr:29]([Cl:30])([O-:31])=[O:32].[nH+:33]1[cH:34][cH:35][cH:36][cH:37][cH:38]1>>[CH:1]([CH3:2])([CH3:3])[c:4]1[c:5]([C:25]([CH3:26])=[O:27])[c:6](-[c:18]2[cH:19][cH:20][c:21]([F:24])[cH:22][cH:23]2)[c:7]([CH2:13][CH2:14][CH2:15][CH2:16][CH3:17])[c:8]([CH:10]([CH3:11])[CH3:12])[cH:9]1. Reactants: ice water, Cl (HCl), CO (Methanol), C(CCl)Cl (EDC), ClC1=C(C=CC(=C1)OC)CC(=O)O ((2-chloro-4-methoxy-phenyl)-acetic acid). Reagents/catalysts: CN(C)C=1C=CN=CC1 (DMAP). The solvent is C(Cl)Cl (CH2Cl2), C(C)N(CC)CC (triethylamine). Conditions: time 8 hour. Product: COC(CC1=C(C=C(C=C1)OC)Cl)=O ((2-Chloro-4-methoxy-phenyl)-acetic acid methyl ester). Isolated yield 88.0%. Reaction SMILES: CO.[CH2:3](Cl)CCl.[Cl:7][C:8]1[CH:13]=[C:12]([O:14][CH3:15])[CH:11]=[CH:10][C:9]=1[CH2:16][C:17]([OH:19])=[O:18].Cl>CN(C1C=CN=CC=1)C.C(Cl)Cl.C(N(CC)CC)C>[CH3:3][O:18][C:17](=[O:19])[CH2:16][C:9]1[CH:10]=[CH:11][C:12]([O:14][CH3:15])=[CH:13][C:8]=1[Cl:7]. Reported procedure: Methanol (12.13 mL), DMAP (609 mg), EDC (19.11 g), and triethylamine (13.88 mL) were added under cooling (ice) to a solution of (2-chloro-4-methoxy-phenyl)-acetic acid (20.00 g, [CAS Reg. No. 91367-09-8]) in CH2Cl2 (400 mL). The reaction mixture was stirred overnight at r.t. The reaction mixture was poured into ice/water and acidified with 1M aqueous HCl to pH 2. The aqueous layer was extracted two times with CH2Cl2. The combined organic layers were washed with brine, dried over Na2SO4 and evapo... The reactants are O (Water), IC=1C(=C(C(NC1)=O)[N+](=O)[O-])C (5-iodo-4-methyl-3-nitro-2-pyridone), [H-].[Na+] (sodium hydride), C(CCCCC)Br (n-Hexyl bromide). Run in CN(C)C=O (DMF). Reaction conditions: time 1 hour. Yields the product C(CCCCC)N1C(C(=C(C(=C1)I)C)[N+](=O)[O-])=O (1-hexyl-5-iodo-4-methyl-3-nitro-2-pyridone). As a reaction SMILES: [I:1][C:2]1[C:3]([CH3:12])=[C:4]([N+:9]([O-:11])=[O:10])[C:5](=[O:8])[NH:6][CH:7]=1.[H-].[Na+].[CH2:15](Br)[CH2:16][CH2:17][CH2:18][CH2:19][CH3:20].O>CN(C=O)C>[CH2:15]([N:6]1[CH:7]=[C:2]([I:1])[C:3]([CH3:12])=[C:4]([N+:9]([O-:11])=[O:10])[C:5]1=[O:8])[CH2:16][CH2:17][CH2:18][CH2:19][CH3:20] |f:1.2|. Procedure: A mixture of 5-iodo-4-methyl-3-nitro-2-pyridone (8.0 g, 28.6 mmol) and sodium hydride (1.03 g, 43 mmol) in DMF (150 mL) was stirred at rt for 1 hour. n-Hexyl bromide (8.03 mL, 57.2 mmol) was added, and the mixture was stirred for 24 hours. Water was added, and the mixture was extracted with ethyl acetate. The organic phase was washed, dried, filtered and evaporated. Chromatography of a portion of the residue over silica gel (20% petroleum ether/methylene chloride) gave 1-hexyl-5-iodo-4-methyl-3-... The reactants are OC1=CC=C(C=O)C=C1 (p-hydroxybenzaldehyde), [H-].[Na+] (sodium hydride), BrCCCCl (1-bromo-3-chloropropane). Run in CN(C=O)C (dimethylformamide). Reaction conditions: time 1 hour. Yields the product ClCCCOC1=CC=C(C=O)C=C1 (4-chloropropoxybenzaldehyde). The yield is 74.9%. As a reaction SMILES: [H-].[Na+].[OH:3][C:4]1[CH:11]=[CH:10][C:7]([CH:8]=[O:9])=[CH:6][CH:5]=1.Br[CH2:13][CH2:14][CH2:15][Cl:16]>CN(C)C=O>[Cl:16][CH2:15][CH2:14][CH2:13][O:3][C:4]1[CH:11]=[CH:10][C:7]([CH:8]=[O:9])=[CH:6][CH:5]=1 |f:0.1|. Procedure: To a suspension of sodium hydride (50% in oil, 3.9 g, 82 mmol) in dimethylformamide (100 ml) was added p-hydroxybenzaldehyde (5.0 g, 41 mmol). The mixture was stirred at room temperature under an atmosphere of nitrogen for one hour, then treated dropwise with 1-bromo-3-chloropropane (8.1 ml, 82 mmol). The mixture was stirred at room temperature for 12 hours, quenched with methanol and filtered through Celite. The filtrate was dissolved in diethyl ether (500 ml), washed with water (3×200 ml) and ... The reactants are FC(C(=O)O)(F)F.ClC=1C=C2C=NNC2=C(C1)C(C(=O)OC)OCC1(CCN(CC1)C)C1=CC=C(C=C1)F (methyl 2-(5-chloro-1H-indazol-7-yl)-2-((4-(4-fluorophenyl)-1-methylpiperidin-4-yl)methoxy)acetate trifluoroacetic acid salt), C(C)(C)(C)OC(=O)N1CCC(CC1)(C1=CC=C(C=C1)F)COC(C(=O)O)C=1C=C(C=C2C=NNC12)Cl (2-((1-(tert-butoxycarbonyl)-4-(4-fluorophenyl)piperidin-4-yl)methoxy)-2-(5-chloro-1H-indazol-7-yl)acetic acid). Yields the product FC(C(=O)O)(F)F.ClC=1C=C2C=NNC2=C(C1)C(C(=O)O)OCC1(CCN(CC1)C)C1=CC=C(C=C1)F (2-(5-Chloro-1H-indazol-7-yl)-2-((4-(4-fluorophenyl)-1-methylpiperidin-4-yl)methoxy)acetic acid trifluoroacetic acid salt). As a reaction SMILES: [F:1][C:2]([F:7])([F:6])[C:3]([OH:5])=[O:4].[Cl:8][C:9]1[CH:10]=[C:11]2[C:15](=[C:16]([CH:18]([O:23][CH2:24][C:25]3([C:32]4[CH:37]=[CH:36][C:35]([F:38])=[CH:34][CH:33]=4)[CH2:30][CH2:29][N:28]([CH3:31])[CH2:27][CH2:26]3)[C:19]([O:21]C)=[O:20])[CH:17]=1)[NH:14][N:13]=[CH:12]2.C(OC(N1CCC(COC(C2C=C(Cl)C=C3C=2NN=C3)C(O)=O)(C2C=CC(F)=CC=2)CC1)=O)(C)(C)C>>[F:1][C:2]([F:7])([F:6])[C:3]([OH:5])=[O:4].[Cl:8][C:9]1[CH:10]=[C:11]2[C:15](=[C:16]([CH:18]([O:23][CH2:24][C:25]3([C:32]4[CH:37]=[CH:36][C:35]([F:38])=[CH:34][CH:33]=4)[CH2:30][CH2:29][N:28]([CH3:31])[CH2:27][CH2:26]3)[C:19]([OH:21])=[O:20])[CH:17]=1)[NH:14][N:13]=[CH:12]2 |f:0.1,3.4|. Procedure details: Prepared according to the procedure used to prepare methyl 2-(5-chloro-1H-indazol-7-yl)-2-((4-(4-fluorophenyl)-1-methylpiperidin-4-yl)methoxy)acetate trifluoroacetic acid salt using 2-((1-(tert-butoxycarbonyl)-4-(4-fluorophenyl)piperidin-4-yl)methoxy)-2-(5-chloro-1H-indazol-7-yl)acetic acid as the starting material. 1H-NMR (CD3OD, 500 MHz) δ 8.06 (m, 1H), 7.78 (m, 1H), 7.35-7.53)m, 2H), 7.27 (d, J=1.5 Hz, 0.8H), 7.20 (d, J=1.5 Hz, 0.2H), 7.14 (m, 1.5H), 7.04 (m, 0.5H), 5.20 (s, 1H), 4.05 (d, J=9... Reactants: [OH-].[K+] (potassium hydroxide), ice, COC=1C=C2C(=C(N(C2=CC1)C)C(=O)OC)SC (methyl 5-methoxy-1-methyl-3-(methylthio)-1H-indole-2-carboxylate). The solvent is O (water), O (water), CO (methanol). Product: COC=1C=C2C(=C(N(C2=CC1)C)C(=O)O)SC (5-Methoxy-l-methyl-3-(methylthio)-1H-indole-2-carboxylic acid). The yield is 86.2%. RXN SMILES: [CH3:1][O:2][C:3]1[CH:4]=[C:5]2[C:9](=[CH:10][CH:11]=1)[N:8]([CH3:12])[C:7]([C:13]([O:15]C)=[O:14])=[C:6]2[S:17][CH3:18].[OH-].[K+]>CO.O>[CH3:1][O:2][C:3]1[CH:4]=[C:5]2[C:9](=[CH:10][CH:11]=1)[N:8]([CH3:12])[C:7]([C:13]([OH:15])=[O:14])=[C:6]2[S:17][CH3:18] |f:1.2|. Procedure: A suspension of methyl 5-methoxy-1-methyl-3-(methylthio)-1H-indole-2-carboxylate (3.2 g, 12 mmol) in 65 mL of methanol is treated with a solution of potassium hydroxide (2.5 g, 45 mmol) in 25 mL of water. The mixture is stirred at reflux for 2 hours, then cooled and added to 400 g of ice and water. After washing with dichloromethane, the aqueous layer is stirred with celite filter-aid and filtered. The filtrate is acidified with 4.0N HCl and the precipitated solid is filtered and washed with 10%... Starting materials: [N+](=O)([O-])C1=CC(=C(C(=C1C=O)OC)OC)OC (6-Nitro-2,3,4-trimethoxybenzaldehyde). The reagents and catalysts are [Pd] (palladium on carbon). Run in CO (methanol), C1CCOC1 (THF). Reaction conditions: time 5 hour. Yields the product NC1=CC(=C(C(=C1C=O)OC)OC)OC (6-amino-2,3,4-trimethoxybenzaldehyde). The yield is 88.5%. RXN SMILES: [N+:1]([C:4]1[C:9]([CH:10]=[O:11])=[C:8]([O:12][CH3:13])[C:7]([O:14][CH3:15])=[C:6]([O:16][CH3:17])[CH:5]=1)([O-])=O>CO.C1COCC1.[Pd]>[NH2:1][C:4]1[C:9]([CH:10]=[O:11])=[C:8]([O:12][CH3:13])[C:7]([O:14][CH3:15])=[C:6]([O:16][CH3:17])[CH:5]=1. Reported procedure: 6-Nitro-2,3,4-trimethoxybenzaldehyde (4.0 g) was dissolved in methanol (40 mL) and THF (20 mL), 10% palladium on carbon was added to the solution, and the mixture was stirred at room temperature for 5 hours under a hydrogen atmosphere. After the catalyst was removed by filtration, the filtrate was concentrated under reduced pressure, and the residue was purified by column chromatography on silica gel (ethyl acetate:hexane=1:4 to 1:3) to obtain 6-amino-2,3,4-trimethoxybenzaldehyde (3.1 g). This p...